From a dataset of the Open Reaction Database (ORD), a public repository of structured organic reaction records. describe an organic reaction: reactants, conditions, products, and yield Reactants: COC1=CC(C2=C(NC1=O)C=CC=C2)=O (3-methoxy-2,5-dioxo-2,5-dihydro-1H-benz[b]-azepine), [Cl-].[Li+] (lithium chloride), C(C)(C)NC(C)C (diisopropylamine), C(CCC)[Li] (butyllithium), O=C1C(=C(C(C2=C(N1[Li])C=CC=C2)=O)[Li])OC (2,5-dihydro-2,5-dioxo-1,4-dilithio-3-methoxy-1H-benz[b]azepine), C(C=C)Br (allyl bromide), Cl (hydrochloric acid). Solvent: O (water), O1CCCC1 (tetrahydrofuran), O1CCCC1 (tetrahydrofuran). Conditions: temperature 20 celsius. Yields the product C(C=C)C=1C(C2=C(NC(C1OC)=O)C=CC=C2)=O (4-Allyl-3-methoxy-2,5-dioxo-2,5-dihydro-1H-benz[b]azepine). Yield: 34.0%. As a reaction SMILES: [CH3:1][O:2][C:3]1[C:9](=[O:10])[NH:8][C:7]2[CH:11]=[CH:12][CH:13]=[CH:14][C:6]=2[C:5](=[O:15])[CH:4]=1.[Cl-].[Li+].[CH:18](NC(C)C)([CH3:20])[CH3:19].C([Li])CCC.O=C1N([Li])C2C=CC=CC=2C(=O)C([Li])=C1OC.C(Br)C=C.Cl>O1CCCC1.O>[CH2:20]([C:4]1[C:5](=[O:15])[C:6]2[CH:14]=[CH:13][CH:12]=[CH:11][C:7]=2[NH:8][C:9](=[O:10])[C:3]=1[O:2][CH3:1])[CH:18]=[CH2:19] |f:1.2|. Procedure: A solution of 3-methoxy-2,5-dioxo-2,5-dihydro-1H-benz[b]-azepine (10 g), lithium chloride (12.5 g) and diisopropylamine (7.5 mL) in tetrahydrofuran (200 mL) was cooled to -70° C.; and butyllithium (2.5M in hexanes, 43 mL) was added, maintaining the temperature below -60° C. The mixture was warmed to 20° C. for 1 hour, and cooled to -70° C. A portion of the resulting 2,5-dihydro-2,5-dioxo-1,4-dilithio-3-methoxy-1H-benz[b]azepine solution (0.188M in tetrahydrofuran, 26 mL) was added to a solution ... The reactants are [F-].[Cs+] (CsF), S1C(=CC=C1)[SnH3] (thienyl-stannane), S1C=CC=C1 (thiophene), ClCCl (dichloromethane). The reagents and catalysts are C=1C=CC(=CC1)[P](C=2C=CC=CC2)(C=3C=CC=CC3)[Pd]([P](C=4C=CC=CC4)(C=5C=CC=CC5)C=6C=CC=CC6)([P](C=7C=CC=CC7)(C=8C=CC=CC8)C=9C=CC=CC9)[P](C=1C=CC=CC1)(C=1C=CC=CC1)C=1C=CC=CC1 (Pd(PPh3)4), [Pd] (palladium). Run in C1(=CC=CC=C1)C (toluene). Conditions: temperature 120 celsius, time 12 hour. Yields the product [Sn](CCCC)(CCCC)(CCCC)F (Bu3SnF). As a reaction SMILES: S1[CH:5]=[CH:4][CH:3]=[CH:2]1.[F-:6].[Cs+].ClCCl.S1[CH:15]=[CH:14][CH:13]=[C:12]1[SnH3:16]>C1(C)C=CC=CC=1.[Pd].C1C=CC([P]([Pd]([P](C2C=CC=CC=2)(C2C=CC=CC=2)C2C=CC=CC=2)([P](C2C=CC=CC=2)(C2C=CC=CC=2)C2C=CC=CC=2)[P](C2C=CC=CC=2)(C2C=CC=CC=2)C2C=CC=CC=2)(C2C=CC=CC=2)C2C=CC=CC=2)=CC=1>[Sn:16]([F:6])([CH2:2][CH2:3][CH2:4][CH3:5])([CH2:12][CH2:13][CH2:14][CH3:15])[CH2:2][CH2:3][CH2:4][CH3:5] |f:1.2,^1:28,30,49,68|. Reported procedure: Introduction of the thiophene-unit to the squarylium dye framework was achieved by palladium catalyzed Stille coupling reaction. Under inert atmosphere, to a mixture of brominated squarylium dye 12, Pd(PPh3)4, 2 equivalents of CsF in toluene, thienyl-stannane was added. The reaction mixture was stirred at 120° C. for 12 h. After cooling to room temperature, dichloromethane was added. The white salt (Bu3SnF) formed during the reaction was filtered off and the solvent removed under reduced pressur...